This data is from the Open Reaction Database (ORD), a public repository of structured organic reaction records. The task is: describe an organic reaction: reactants, conditions, products, and yield Starting materials: Cc1cc(N)no1, Nc1cc[nH]n1, C1CCOC1, O=C1Nc2ccccc2C1=CO, O=C1Nc2cc(F)ccc2C1=CO. Product: Cc1cc(NC=C2C(=O)Nc3cc(F)ccc32)no1. As a reaction SMILES: [CH3:26][c:27]1[cH:28][c:29]([NH2:32])[n:30][o:31]1.[NH2:33][c:34]1[cH:35][cH:36][nH:37][n:38]1.[O:39]1[CH2:40][CH2:41][CH2:42][CH2:43]1.[OH:14][CH:15]=[C:16]1[C:17](=[O:18])[NH:19][c:20]2[c:21]1[cH:22][cH:23][cH:24][cH:25]2.[OH:1][CH:2]=[C:3]1[C:4](=[O:13])[NH:5][c:6]2[cH:7][c:8]([F:12])[cH:9][cH:10][c:11]21>>[CH:2](=[C:3]1[C:4](=[O:13])[NH:5][c:6]2[cH:7][c:8]([F:12])[cH:9][cH:10][c:11]21)[NH:32][c:29]1[cH:28][c:27]([CH3:26])[o:31][n:30]1. Starting materials: ClC=1C2=C(N=CN1)NC=C2 (4-chloro-7H-pyrrolo[2,3-d]pyrimidine), [OH-].[K+] (potassium hydroxide), CO (methanol), O (water). Reaction conditions: temperature 60 celsius, time 8 hour. Yields the product COC=1C2=C(N=CN1)NC=C2 (4-methoxy-7H-pyrrolo[2,3-d]pyrimidine). Reaction SMILES: Cl[C:2]1[C:3]2[CH:10]=[CH:9][NH:8][C:4]=2[N:5]=[CH:6][N:7]=1.[OH-:11].[K+].O.[CH3:14]O>>[CH3:14][O:11][C:2]1[C:3]2[CH:10]=[CH:9][NH:8][C:4]=2[N:5]=[CH:6][N:7]=1 |f:1.2|. Reported procedure: To 4-chloro-7H-pyrrolo[2,3-d]pyrimidine (1, 3.5 g, 23.0 mmol) in 70 mL of methanol, potassium hydroxide (2.3 g, 41.0 mmol) is added and the reaction stirred at 60° C. overnight, then poured into water and extracted with ethyl acetate. The organic layer is separated and dried over sodium sulfate, filtered and the filtrate concentrated under vacuum to provide the desired compound (2, 3.20 g).